Dataset: the Open Reaction Database (ORD), a public repository of structured organic reaction records. Task: describe an organic reaction: reactants, conditions, products, and yield The reactants are N=1C=CC=C(C1C=2C=CC=C3C=CC=CC32)N(C)C. Reagents/catalysts: O1BOC(C)(C)C1(C)C, N=1C=CC=CC1C=NN(CC=2C=CC=CC2)CC=3C=CC=CC3, O1B(OC(C)(C)C1(C)C)B2OC(C)(C)C(O2)(C)C, C[OH2+].C[OH2+].C1CC=CCCC=C1.C1CC=CCCC=C1.[Ir].[Ir]. The solvent is O1CCCC1. Run at temperature 50 celsius, time 7 hour. Product: N=1C=CC=C(C1C=2C(=CC=C3C=CC=CC32)B4OC(C)(C)C(O4)(C)C)N(C)C. Yield: 70.0%. Reported procedure: Following the general procedure, column chromatography (EtOAc/nhexane 1:5) afforded 9h (131 mg, 70 %) as a yellow viscous oil. The reactants are CCOC(=O)CCCCOc1ccc(OCc2ccccc2)cc1, CCOC(C)=O, CCOCC, CO, Cl, [Na+], [OH-], O. The product is O=C(O)CCCCOc1ccc(OCc2ccccc2)cc1. Reaction SMILES: [CH2:1]([CH3:2])[O:3][C:4]([CH2:5][CH2:6][CH2:7][CH2:8][O:9][c:10]1[cH:11][cH:12][c:13]([O:16][CH2:17][c:18]2[cH:19][cH:20][cH:21][cH:22][cH:23]2)[cH:14][cH:15]1)=[O:24].[CH3:29][CH2:30][O:31][C:32](=[O:33])[CH3:34].[CH3:35][CH2:36][O:37][CH2:38][CH3:39].[CH3:40][OH:41].[ClH:28].[Na+:26].[OH-:25].[OH2:27]>>[O:3]=[C:4]([CH2:5][CH2:6][CH2:7][CH2:8][O:9][c:10]1[cH:11][cH:12][c:13]([O:16][CH2:17][c:18]2[cH:19][cH:20][cH:21][cH:22][cH:23]2)[cH:14][cH:15]1)[OH:24]. Starting materials: COC(C1=C(C=C(C=C1)C=NO)C(F)(F)F)=O (4-(hydroxyimino-methyl)-2-trifluoromethyl-benzoic acid methyl ester), ClN1C(CCC1=O)=O (N-chlorosuccinimide), O (water). Run in CN(C=O)C (N,N-dimethylformamide). Run at time 45 minute. The product is COC(C1=C(C=C(C=C1)C(=NO)Cl)C(F)(F)F)=O (4-(chloro(hydroxyimino)methyl)-2-trifluoromethyl-benzoic acid methyl ester). The yield is 94.7%. As a reaction SMILES: [CH3:1][O:2][C:3](=[O:17])[C:4]1[CH:9]=[CH:8][C:7]([CH:10]=[N:11][OH:12])=[CH:6][C:5]=1[C:13]([F:16])([F:15])[F:14].[Cl:18]N1C(=O)CCC1=O.O>CN(C)C=O>[CH3:1][O:2][C:3](=[O:17])[C:4]1[CH:9]=[CH:8][C:7]([C:10]([Cl:18])=[N:11][OH:12])=[CH:6][C:5]=1[C:13]([F:15])([F:14])[F:16]. Procedure: To a solution of 4-(hydroxyimino-methyl)-2-trifluoromethyl-benzoic acid methyl ester (Example I11) (3.90 g) in N,N-dimethylformamide (20 ml) was added N-chlorosuccinimide (“NCS”) (2.318 g). The reaction mixture was stirred at ambient temperature for 45 minutes. The reaction mixture was poured into water (400 ml). The solids were isolated by filtration and dried to give 4-(chloro(hydroxyimino)methyl)-2-trifluoromethyl-benzoic acid methyl ester (4.21 g) as an off-white powder. 1H-NMR (CDCl3, 400 M... RXN SMILES: [F:1][C:2]1[C:3](=[O:9])[NH:4][C:5](=[O:8])[NH:6][CH:7]=1.[C:10]([OH:18])(=O)[C:11]1[CH:16]=[CH:15]C=NC=1.O1C=CCC1>CN(C)C=O>[O:18]1[CH2:10][CH2:11][CH2:16][CH:15]1[N:6]1[CH:7]=[C:2]([F:1])[C:3](=[O:9])[NH:4][C:5]1=[O:8]. The product is O1C(CCC1)N1C(=O)NC(=O)C(=C1)F (1-(2-tetrahydrofuryl)-5-fluorouracil). Procedure details: In 30 ml of dimethylformamide were dissolved 2.6 g of 5-fluorouracil and 0.246 g of nicotinic acid. 2.8 Grams of 2,3-dihydrofuran in several portions were added in 4 hours to the solution while heating it at 140° C. The mixture was then reacted for 4 hours at the same temperature. After completion of the reaction, dimethylformamide was distilled off from the reaction liquid and 50 ml of chloroform were added to the residue. After stirring, the solution was filtered to remove insoluble matters an... Run at temperature 140 celsius. Isolated yield 462.5%. Solvent: CN(C=O)C (dimethylformamide), CN(C=O)C (dimethylformamide). Reactants: FC=1C(NC(NC1)=O)=O (5-fluorouracil), C(C1=CN=CC=C1)(=O)O (nicotinic acid), O1CCC=C1 (2,3-dihydrofuran).